Task: describe an organic reaction: reactants, conditions, products, and yield. Dataset: the Open Reaction Database (ORD), a public repository of structured organic reaction records The reactants are BrCC1=CC=C(C=C1)F (1-(bromomethyl)-4-fluorobenzene), Br.BrCC1=CC=NC=C1 (4-(bromomethyl)pyridine hydrobromide), O=C1N(CCN1)C=1C=C(C(=O)[O-])C=CN1 (2-(2-oxoimidazolidin-1-yl)isonicotinate). The product is O=C1N(CCN1CC1=CC=NC=C1)C=1C=C(C(=O)OC)C=CN1 (methyl 2-(2-oxo-3-(pyridin-4-ylmethyl)imidazolidin-1-yl)isonicotinate). Isolated yield 43.0%. As a reaction SMILES: Br[CH2:2]C1C=CC(F)=CC=1.Br.Br[CH2:12][C:13]1[CH:18]=[CH:17][N:16]=[CH:15][CH:14]=1.[O:19]=[C:20]1[NH:24][CH2:23][CH2:22][N:21]1[C:25]1[CH:26]=[C:27]([CH:31]=[CH:32][N:33]=1)[C:28]([O-:30])=[O:29]>>[O:19]=[C:20]1[N:24]([CH2:12][C:13]2[CH:18]=[CH:17][N:16]=[CH:15][CH:14]=2)[CH2:23][CH2:22][N:21]1[C:25]1[CH:26]=[C:27]([CH:31]=[CH:32][N:33]=1)[C:28]([O:30][CH3:2])=[O:29] |f:1.2|. Procedure: Following the procedure as described in Preparation 17, making variations as required to replace 1-(bromomethyl)-4-fluorobenzene with 4-(bromomethyl)pyridine hydrobromide to react with 2-(2-oxoimidazolidin-1-yl)isonicotinate, methyl 2-(2-oxo-3-(pyridin-4-ylmethyl)imidazolidin-1-yl)isonicotinate was obtained as a colorless solid in 43% yield: mp 111-113° C.; 1H NMR (300 MHz, DMSO-d6) δ 8.73 (s, 1H), 8.51 (d, J=5.7 Hz, 2H), 8.45-8.44 (m, 1H), 7.40-7.38 (m, 1H), 7.30 (d, J=6.0 Hz, 2H), 4.44 (s, 2H)... Reactants: CC(NC(=O)OC(C)(C)C)C(=O)O, CCN=C=NCCCN(C)C, CN(C)C=O, CN(C)c1ccncc1, Cl, CCOC(=O)C(=O)c1csc(N)n1, O. Product: CCOC(=O)C(=O)c1csc(NC(=O)C(C)NC(=O)OC(C)(C)C)n1. As a reaction SMILES: [C:14](=[O:15])([O:16][C:17]([CH3:18])([CH3:19])[CH3:20])[NH:21][CH:22]([CH3:23])[C:24](=[O:25])[OH:26].[CH2:28]([N:29]=[C:30]=[N:31][CH2:32][CH2:33][CH2:34][N:35]([CH3:36])[CH3:37])[CH3:38].[CH3:40][N:41]([CH3:42])[CH:43]=[O:44].[CH3:45][N:46]([CH3:47])[c:48]1[cH:49][cH:50][n:51][cH:52][cH:53]1.[ClH:27].[NH2:1][c:2]1[s:3][cH:4][c:5]([C:7]([C:8](=[O:9])[O:10][CH2:11][CH3:12])=[O:13])[n:6]1.[OH2:39]>>[NH:1]([c:2]1[s:3][cH:4][c:5]([C:7]([C:8](=[O:9])[O:10][CH2:11][CH3:12])=[O:13])[n:6]1)[C:24]([CH:22]([NH:21][C:14](=[O:15])[O:16][C:17]([CH3:18])([CH3:19])[CH3:20])[CH3:23])=[O:25]. Reactants: COC1=C(C=CC(=C1)[N+](=O)[O-])NS(=O)(=O)C (2-methoxy-4-nitro-methanesulfonylaminobenzene). The reagents and catalysts are [Pd] (palladium on carbon). Solvent: CO (methanol). Run at time 48 hour. Yields the product COC1=C(C=CC(=C1)N)NS(=O)(=O)C (2-methoxy-4-amino-methanesulfonylaminobenzene). RXN SMILES: [CH3:1][O:2][C:3]1[CH:8]=[C:7]([N+:9]([O-])=O)[CH:6]=[CH:5][C:4]=1[NH:12][S:13]([CH3:16])(=[O:15])=[O:14]>CO.[Pd]>[CH3:1][O:2][C:3]1[CH:8]=[C:7]([NH2:9])[CH:6]=[CH:5][C:4]=1[NH:12][S:13]([CH3:16])(=[O:15])=[O:14]. Procedure: A solution of 2-methoxy-4-nitro-methanesulfonylaminobenzene (1 g) in methanol (20 ml) containing palladium on carbon (10%, 100 mg) was stirred at RT under hydrogen for 48 h. The mixture was filtered through celite then evaporated to give 2-methoxy-4-amino-methanesulfonylaminobenzene as a brown gum. This was used without purification in the following reaction. The reactants are C1(CCCCC1)C1CC=C(CC1)N1CCOCC1 (4-cyclohexyl 1-morpholyl cyclohex-1 ene), C1(CCCCC1)C1CC(=C(CC1)N1CCOCC1)C(NC1=CC=CC=C1)=S (4-cyclohexyl 2-phenylthiocarbamoyl 1-morpholyl cyclohex- 1 ene), C1(=CC=CC=C1)N=C=S (phenyl isothiocyanate), C1(CCCCC1)C1CC(=C(CC1)N1CCOCC1)C(NC1=CC=CC=C1)=S (4-cyclohexyl 2-phenylthiocarbamoyl 1-morpholyl cyclohex-1 ene). Yields the product C1(CCCCC1)C1CC(C(CC1)=O)C(NC1=CC=CC=C1)=S (4-cyclohexyl 2-phenylthiocarbamoyl cyclohexanone). RXN SMILES: C1(C2CCC(N3CC[O:16]CC3)=CC2)CCCCC1.C1(N=C=S)C=CC=CC=1.[CH:28]1([CH:34]2[CH2:39][CH2:38][C:37](N3CCOCC3)=[C:36]([C:46](=[S:54])[NH:47][C:48]3[CH:53]=[CH:52][CH:51]=[CH:50][CH:49]=3)[CH2:35]2)[CH2:33][CH2:32][CH2:31][CH2:30][CH2:29]1>>[CH:28]1([CH:34]2[CH2:39][CH2:38][C:37](=[O:16])[CH:36]([C:46](=[S:54])[NH:47][C:48]3[CH:53]=[CH:52][CH:51]=[CH:50][CH:49]=3)[CH2:35]2)[CH2:33][CH2:32][CH2:31][CH2:30][CH2:29]1. Procedure: Using the procedure of example 1 and starting from 9.2 g of 4-cyclohexyl 1-morpholyl cyclohex-1 ene and from 5 g phenyl isothiocyanate 7.8 g of 4-cyclohexyl 2-phenylthiocarbamoyl 1-morpholyl cyclohex-1 ene are obtained, melting at 143°. Acid hydrolysis of 7 g of 4-cyclohexyl 2-phenylthiocarbamoyl 1-morpholyl cyclohex- 1 ene gives 4.5 g of 4-cyclohexyl 2-phenylthiocarbamoyl cyclohexanone which melts at 150° . Reactants: COC(=O)C=1N(C=CC1)CC(=O)C1=CC=C(C=C1)OCC1=CC=CC=C1 (1-[2-(4-benzyloxy-phenyl)-2-oxo-ethyl]-1H-pyrrole-2-carboxylic acid methyl ester), solution, N (ammonia). Solvent: CO (methanol). Product: C(C1=CC=CC=C1)OC1=CC=C(C=C1)C=1NC(C=2N(C1)C=CC2)=O (3-(4-benzyloxy-phenyl)-2H-pyrrolo[1,2-a]pyrazin-1-one). Reaction SMILES: C[O:2][C:3]([C:5]1[N:6]([CH2:10][C:11]([C:13]2[CH:18]=[CH:17][C:16]([O:19][CH2:20][C:21]3[CH:26]=[CH:25][CH:24]=[CH:23][CH:22]=3)=[CH:15][CH:14]=2)=O)[CH:7]=[CH:8][CH:9]=1)=O.[NH3:27]>CO>[CH2:20]([O:19][C:16]1[CH:17]=[CH:18][C:13]([C:11]2[NH:27][C:3](=[O:2])[C:5]3[N:6]([CH:7]=[CH:8][CH:9]=3)[CH:10]=2)=[CH:14][CH:15]=1)[C:21]1[CH:26]=[CH:25][CH:24]=[CH:23][CH:22]=1. Reported procedure: A suspension of 100 mg (0.286 mmol) 1-[2-(4-benzyloxy-phenyl)-2-oxo-ethyl]-1H-pyrrole-2-carboxylic acid methyl ester in a 7 M solution of ammonia in methanol is irradiated in a microwave apparatus at 90° C. for 18 h. The reaction mixture is cooled to room temperature and evaporated. The residue is chromatographed on a silica gel column with petrolether/ethylacetate as eluent to give 3-(4-benzyloxy-phenyl)-2H-pyrrolo[1,2-a]pyrazin-1-one as beige crystals; HPLC/MS 2.26 min (A), [M+H] 317. Starting materials: C[Si](C)(C)CCOCn1cc(C(=O)NC(C(=O)N2CCC(C#N)CC2)C2CC2)c2nc(Br)cnc21, CCCC[Sn](CCCC)(CCCC)c1cc(C(C)(C)C)ccn1, [Cu]I, CN(C)C=O, c1ccc(P(c2ccccc2)(c2ccccc2)[Pd](P(c2ccccc2)(c2ccccc2)c2ccccc2)(P(c2ccccc2)(c2ccccc2)c2ccccc2)P(c2ccccc2)(c2ccccc2)c2ccccc2)cc1. Product: CC(C)(C)c1ccnc(-c2cnc3c(n2)c(C(=O)NC(C(=O)N2CCC(C#N)CC2)C2CC2)cn3COCC[Si](C)(C)C)c1. RXN SMILES: [C:1](#[N:2])[CH:3]1[CH2:4][CH2:5][N:6]([C:9]([CH:10]([CH:11]2[CH2:12][CH2:13]2)[NH:14][C:15](=[O:16])[c:17]2[cH:18][n:19]([CH2:27][O:28][CH2:29][CH2:30][Si:31]([CH3:32])([CH3:33])[CH3:34])[c:20]3[n:21][cH:22][c:23]([Br:26])[n:24][c:25]23)=[O:35])[CH2:7][CH2:8]1.[C:36]([CH3:37])([CH3:38])([CH3:39])[c:40]1[cH:41][c:42]([Sn:46]([CH2:47][CH2:48][CH2:49][CH3:50])([CH2:51][CH2:52][CH2:53][CH3:54])[CH2:55][CH2:56][CH2:57][CH3:58])[n:43][cH:44][cH:45]1.[Cu:141][I:142].[O:59]=[CH:60][N:61]([CH3:62])[CH3:63].[cH:64]1[cH:65][cH:66][c:67]([P:68]([Pd:69]([P:70]([c:71]2[cH:72][cH:73][cH:74][cH:75][cH:76]2)([c:77]2[cH:78][cH:79][cH:80][cH:81][cH:82]2)[c:83]2[cH:84][cH:85][cH:86][cH:87][cH:88]2)([P:89]([c:90]2[cH:91][cH:92][cH:93][cH:94][cH:95]2)([c:96]2[cH:97][cH:98][cH:99][cH:100][cH:101]2)[c:102]2[cH:103][cH:104][cH:105][cH:106][cH:107]2)[P:108]([c:109]2[cH:110][cH:111][cH:112][cH:113][cH:114]2)([c:115]2[cH:116][cH:117][cH:118][cH:119][cH:120]2)[c:121]2[cH:122][cH:123][cH:124][cH:125][cH:126]2)([c:127]2[cH:128][cH:129][cH:130][cH:131][cH:132]2)[c:133]2[cH:134][cH:135][cH:136][cH:137][cH:138]2)[cH:139][cH:140]1>>[C:1](#[N:2])[CH:3]1[CH2:4][CH2:5][N:6]([C:9]([CH:10]([CH:11]2[CH2:12][CH2:13]2)[NH:14][C:15](=[O:16])[c:17]2[cH:18][n:19]([CH2:27][O:28][CH2:29][CH2:30][Si:31]([CH3:32])([CH3:33])[CH3:34])[c:20]3[n:21][cH:22][c:23](-[c:42]4[cH:41][c:40]([C:36]([CH3:37])([CH3:38])[CH3:39])[cH:45][cH:44][n:43]4)[n:24][c:25]23)=[O:35])[CH2:7][CH2:8]1. Reactants: S1C=C(C=C1)C(=O)O (3-thiophenecarboxylic acid), Cl.CN(CCCN=C=NCC)C (1-(3-dimethylaminopropyl)-3-ethylcarbodiimide hydrochloride), COC=1C=C(C=CC1C=1OC(=NN1)C=1C(=NOC1C)C1=CC=CC=C1)N (3-methoxy-4-[5-(5-methyl-3-phenyl-isoxazol-4-yl)-[1,3,4]oxadiazol-2-yl]-phenylamine). Solvent: ClCCl (dichloromethane). Reaction conditions: time 3 day. The product is COC=1C=C(C=CC1C=1OC(=NN1)C=1C(=NOC1C)C1=CC=CC=C1)NC(=O)C1=CSC=C1 (Thiophene-3-carboxylic acid-{3-methoxy-4-[5-(5-methyl-3-phenyl-isoxazol-4-yl)-[1,3,4]oxadiazol-2-yl]-phenyl}-amide). Isolated yield 50.8%. RXN SMILES: [S:1]1[CH:5]=[CH:4][C:3]([C:6]([OH:8])=O)=[CH:2]1.Cl.CN(C)CCCN=C=NCC.[CH3:21][O:22][C:23]1[CH:24]=[C:25]([NH2:46])[CH:26]=[CH:27][C:28]=1[C:29]1[O:30][C:31]([C:34]2[C:35]([C:40]3[CH:45]=[CH:44][CH:43]=[CH:42][CH:41]=3)=[N:36][O:37][C:38]=2[CH3:39])=[N:32][N:33]=1>ClCCl>[CH3:21][O:22][C:23]1[CH:24]=[C:25]([NH:46][C:6]([C:3]2[CH:4]=[CH:5][S:1][CH:2]=2)=[O:8])[CH:26]=[CH:27][C:28]=1[C:29]1[O:30][C:31]([C:34]2[C:35]([C:40]3[CH:41]=[CH:42][CH:43]=[CH:44][CH:45]=3)=[N:36][O:37][C:38]=2[CH3:39])=[N:32][N:33]=1 |f:1.2|. Procedure details: To a solution of 3-thiophenecarboxylic acid (162 mg, 1.26 mmol) in dichloromethane (4 mL) was added 1-(3-dimethylaminopropyl)-3-ethylcarbodiimide hydrochloride (242 mg, 1.26 mmol). After stirring for 2 min 3-methoxy-4-[5-(5-methyl-3-phenyl-isoxazol-4-yl)-[1,3,4]oxadiazol-2-yl]-phenylamine (400 mg, 1.15 mmol) was added and stirring was continued for 3 d at ambient temperature. The reaction mixture was extracted with aqueous HCl (1 M, 15 mL) and ethyl acetate (20 mL) and the aqueous layer was extr... The solvent is C1CCOC1 (THF). Reaction SMILES: [OH:1][C:2]1[CH:3]=[C:4]2[C:9](=[C:10]([CH3:13])[C:11]=1[CH3:12])[NH:8][C:7](=O)[CH2:6][C:5]12[CH2:17][CH2:16][CH2:15]1.B.C1COCC1.Cl>C1COCC1>[CH3:12][C:11]1[C:10]([CH3:13])=[C:9]2[C:4]([C:5]3([CH2:15][CH2:16][CH2:17]3)[CH2:6][CH2:7][NH:8]2)=[CH:3][C:2]=1[OH:1] |f:1.2|. The yield is 16.2%. Reported procedure: A solution of 6′-hydroxy-7′,8′-dimethyl-1′H-spiro[cyclobutane-1,4′-quinolin]-2′(3′H)-one (4.6 g) in THF was added to BH3-THF (45 mL) at 0° C. The mixture was stirred at room temperature for 20 minutes and allowed to reflux overnight. The mixture was cooled down and at 0° C., 3 N HCl was added to quench the excess BH3. The solvent was removed by evaporation. The solid present was collected by filtration and washed with hexane (×3), giving 7′,8′-dimethyl-2′,3′-dihydro-1′H-spiro[cyclobutane-1,4′-qu... Run at time 20 minute. Reactants: OC=1C=C2C3(CC(NC2=C(C1C)C)=O)CCC3 (6′-hydroxy-7′,8′-dimethyl-1′H-spiro[cyclobutane-1,4′-quinolin]-2′(3′H)-one), B.C1CCOC1 (BH3-THF), Cl (HCl). The product is CC1=C(C=C2C3(CCNC2=C1C)CCC3)O (7′,8′-dimethyl-2′,3′-dihydro-1′H-spiro[cyclobutane-1,4′-quinolin]-6′-ol). Reactants: S(=O)(Cl)Cl (Thionyl chloride), FC1=CC=C(C=C1)C1=CSC=2N=CN=C(C21)OCCCOC=2C=C(C(=O)O)C=CC2 (3-(3-{[5-(4-fluorophenyl)thieno[2,3-d]pyrimidin-4-yl]oxy}propoxy)benzoic acid), NN (hydrazine). Solvent: O1CCCC1 (tetrahydrofuran), O1CCCC1 (tetrahydrofuran). Run at temperature 70 celsius, time 1 hour. Yields the product FC1=CC=C(C=C1)C1=CSC=2N=CN=C(C21)OCCCOC=2C=C(C(=O)NN)C=CC2 (3-(3-{[5-(4-fluorophenyl)thieno[2,3-d]pyrimidin-4-yl]oxy}propoxy)benzohydrazide). The yield is 50.2%. As a reaction SMILES: S(Cl)(Cl)=O.[F:5][C:6]1[CH:11]=[CH:10][C:9]([C:12]2[C:20]3[C:19]([O:21][CH2:22][CH2:23][CH2:24][O:25][C:26]4[CH:27]=[C:28]([CH:32]=[CH:33][CH:34]=4)[C:29]([OH:31])=O)=[N:18][CH:17]=[N:16][C:15]=3[S:14][CH:13]=2)=[CH:8][CH:7]=1.[NH2:35][NH2:36]>O1CCCC1>[F:5][C:6]1[CH:7]=[CH:8][C:9]([C:12]2[C:20]3[C:19]([O:21][CH2:22][CH2:23][CH2:24][O:25][C:26]4[CH:27]=[C:28]([CH:32]=[CH:33][CH:34]=4)[C:29]([NH:35][NH2:36])=[O:31])=[N:18][CH:17]=[N:16][C:15]=3[S:14][CH:13]=2)=[CH:10][CH:11]=1. Procedure: Thionyl chloride (13 mg, 0.11 mmol) was added to a solution of 3-(3-{[5-(4-fluorophenyl)thieno[2,3-d]pyrimidin-4-yl]oxy}propoxy)benzoic acid (43 mg, 0.10 mmol) in tetrahydrofuran (2.0 mL) with stirring at 70° C. Stirring continued for one hour at 70° C. and then the mixture was cooled to 25° C. and added to a solution of hydrazine (32 mg, 1.0 mmol) in tetrahydrofuran (2.0 mL). The reaction was stirred at room temperature for one hour and the solvent was then removed in vacuo. The residue was dis...